From a dataset of the Open Reaction Database (ORD), a public repository of structured organic reaction records. describe an organic reaction: reactants, conditions, products, and yield The reactants are C(#N)CCOC(=O)C=1[C@@H](C(=C(NC1C)C)C(=O)O)C1=CC(=CC=C1)[N+](=O)[O-] ((4R)-5-(2-cyanoethoxycarbonyl)-1,4-dihydro-2,6-dimethyl-4 -(3-nitrophenyl )pyridine-3-carboxylic acid), C1(=CC=C(C=C1)S(=O)(=O)O)C (p-toluenesulfonic acid), O1CCCC=C1 (3,4-dihydro-2H-pyran). The solvent is C(C)(=O)OCC (ethyl acetate), O1CCCC1 (tetrahydrofuran). Reaction conditions: time 5 hour. Yields the product C(#N)CCOC(=O)C=1[C@@H](C(=C(NC1C)C)C(=O)OC1OCCCC1)C1=CC(=CC=C1)[N+](=O)[O-] (2-tetrahydropyranyl (4s)-5-(2-cyanoethoxycarbonyl)-1,4-dihydro-2,6-dimethyl-4-(3-nitrophenyl)pyridine-3-carboxylate). As a reaction SMILES: [C:1]([CH2:3][CH2:4][O:5][C:6]([C:8]1[C@H:9]([C:19]2[CH:24]=[CH:23][CH:22]=[C:21]([N+:25]([O-:27])=[O:26])[CH:20]=2)[C:10]([C:16]([OH:18])=[O:17])=[C:11]([CH3:15])[NH:12][C:13]=1[CH3:14])=[O:7])#[N:2].C1(C)C=CC(S(O)(=O)=O)=CC=1.[O:39]1[CH:44]=[CH:43][CH2:42][CH2:41][CH2:40]1>O1CCCC1.C(OCC)(=O)C>[C:1]([CH2:3][CH2:4][O:5][C:6]([C:8]1[C@H:9]([C:19]2[CH:24]=[CH:23][CH:22]=[C:21]([N+:25]([O-:27])=[O:26])[CH:20]=2)[C:10]([C:16]([O:18][CH:40]2[CH2:41][CH2:42][CH2:43][CH2:44][O:39]2)=[O:17])=[C:11]([CH3:15])[NH:12][C:13]=1[CH3:14])=[O:7])#[N:2]. Procedure: To a solution of 19 mg of (4R)-5-(2-cyanoethoxycarbonyl)-1,4-dihydro-2,6-dimethyl-4 -(3-nitrophenyl )pyridine-3-carboxylic acid in 0.5 ml of tetrahydrofuran were added 5 mg of p-toluenesulfonic acid, and then 0.138 ml of 3,4-dihydro-2H-pyran. The mixture was stirred at room temperature for 5 hours. The reaction mixture was diluted with 5 ml of ethyl acetate, washed with water, and dried over anhydrous Glauber's salt (sodium sulfate), followed by distilling off the solvent under reduced pressure.... Reactants: CN1CCC(CC1)=C1C2=C(C(=CC3=C1C=CC=C3)Br)C=CC=C2 (1-Methyl-4-(10-bromo-5H-dibenzo[a,d]cyclohepten-5-ylidene)piperidine), N1CCCCC1 (piperidine), solution, C(CCC)[Li] (butyl lithium), CCCCCC (hexane). The product is CN1CCC(CC1)=C1C2=C(C(=CC3=C1C=CC=C3)N3CCCCC3)C=CC=C2 (1-methyl-4-(10-(1-piperidyl)-5H-dibenzo[a,d]cyclohepten-5-ylidene)piperidine). Reaction SMILES: [CH3:1][N:2]1[CH2:7][CH2:6][C:5](=[C:8]2[C:14]3[CH:15]=[CH:16][CH:17]=[CH:18][C:13]=3[CH:12]=[C:11](Br)[C:10]3[CH:20]=[CH:21][CH:22]=[CH:23][C:9]2=3)[CH2:4][CH2:3]1.[NH:24]1[CH2:29][CH2:28][CH2:27][CH2:26][CH2:25]1.C([Li])CCC.CCCCCC>>[CH3:1][N:2]1[CH2:7][CH2:6][C:5](=[C:8]2[C:14]3[CH:15]=[CH:16][CH:17]=[CH:18][C:13]=3[CH:12]=[C:11]([N:24]3[CH2:29][CH2:28][CH2:27][CH2:26][CH2:25]3)[C:10]3[CH:20]=[CH:21][CH:22]=[CH:23][C:9]2=3)[CH2:4][CH2:3]1. Procedure details: 1-Methyl-4-(10-bromo-5H-dibenzo[a,d]cyclohepten-5-ylidene)piperidine, 7.32 g. (0.02mole) is dissolved in 100 ml. of dry piperidine. To this solution is added slowly 25 ml. of a 1.6M solution of butyl lithium in hexane (0.04 mole) under anhydrous conditions and then stirred and refluxed for 8 hours under anhydrous conditions. The reaction is cooled and poured into 500 ml. of benzene and extracted 6 times with 100 ml. of water. The benzene is dried over anhydrous MgSO4, filtered, and the benzene r... Reactants: C(C)(C)(C)OC(=O)NC1=CC=C(C=N1)CC(C(=O)OC)(C(=O)OC)C=1N=CN(C1)CC#C (Dimethyl 2-(6-tert-butoxycarbonylaminopyridin-3-ylmethyl)-2-(1-prop-2-ynyl-1H-imidazol-4-yl)malonate). Run in Cl (hydrochloric acid). Yields the product NC1=CC=C(C=N1)CC(C(=O)O)C=1N=CN(C1)CC#C (3-(6-Aminopyridin-3-yl)-2-(1-prop-2-ynyl-1H-imidazol-4-yl)propionic acid). The yield is 86.3%. Reaction SMILES: C(OC([NH:8][C:9]1[N:14]=[CH:13][C:12]([CH2:15][C:16]([C:25]2[N:26]=[CH:27][N:28]([CH2:30][C:31]#[CH:32])[CH:29]=2)(C(OC)=O)[C:17]([O:19]C)=[O:18])=[CH:11][CH:10]=1)=O)(C)(C)C>Cl>[NH2:8][C:9]1[N:14]=[CH:13][C:12]([CH2:15][CH:16]([C:25]2[N:26]=[CH:27][N:28]([CH2:30][C:31]#[CH:32])[CH:29]=2)[C:17]([OH:19])=[O:18])=[CH:11][CH:10]=1. Procedure: A solution of 40 mg (0.09 mmol) of the compound from example 31a in 1.4 ml of 50% concentrated hydrochloric acid was heated at 95° C. for 9 h. Freeze-drying after cooling afforded 21 mg of the title compound as bishydrochloride. The solvent is C(Cl)Cl (DCM). As a reaction SMILES: F[C:2](F)(F)[C:3]([OH:5])=O.[CH3:8][O:9][CH2:10][N:11]1[C:15]([CH2:16][N:17]2[C:22]3[CH:23]=[C:24]([C:26]4[CH:31]=[CH:30][CH:29]=[CH:28][CH:27]=4)[S:25]C=3C(=O)[N:19]([CH:33]3[CH2:38][CH2:37][NH:36][CH2:35][CH2:34]3)[C:18]2=[O:39])=[N:14][N:13]=[N:12]1.[CH2:40]([O:42][C:43]1[C:52]([O:53][CH3:54])=[CH:51][C:50]2[C:49]([C:55]3[CH:63]=[CH:62][C:58]([C:59]([OH:61])=O)=[CH:57][CH:56]=3)=[N:48][C@@H:47]3[CH2:64][CH2:65][S:66][CH2:67][C@@H:46]3[C:45]=2[CH:44]=1)[CH3:41].[B-](F)(F)(F)F.CCOC(C(C#N)=NOC(N(C)C)=[N+](C)C)=O.C1C=NC2N(O)N=NC=2C=1.CCN(C(C)C)C(C)C>C(Cl)Cl>[CH2:40]([O:42][C:43]1[C:52]([O:53][CH3:54])=[CH:51][C:50]2[C:49]([C:55]3[CH:56]=[CH:57][C:58]([C:59]([N:36]4[CH2:35][CH2:34][CH:33]([N:19]5[C:3](=[O:5])[C:2]6[S:25][C:24]([C:26]7[CH:31]=[CH:30][CH:29]=[CH:28][CH:27]=7)=[CH:23][C:22]=6[N:17]([CH2:16][C:15]6[N:11]([CH2:10][O:9][CH3:8])[N:12]=[N:13][N:14]=6)[C:18]5=[O:39])[CH2:38][CH2:37]4)=[O:61])=[CH:62][CH:63]=3)=[N:48][C@@H:47]3[CH2:46][CH2:67][S:66][CH2:65][C@@H:64]3[C:45]=2[CH:44]=1)[CH3:41] |f:0.1,3.4|. The reactants are FC(C(=O)O)(F)F.COCN1N=NN=C1CN1C(N(C(C2=C1C=C(S2)C2=CC=CC=C2)=O)C2CCNCC2)=O (1-{[1-(methoxymethyl)-1H-tetrazol-5-yl]methyl}-6-phenyl-3-(piperidin-4-yl)thieno[3,2-d]pyrimidine-2,4(1H,3H)-dione trifluoroacetate), C1=CC2=C(N=C1)N(N=N2)O (HOAT), CCN(C(C)C)C(C)C (DIPEA), C(C)OC1=CC=2[C@@H]3[C@H](N=C(C2C=C1OC)C1=CC=C(C(=O)O)C=C1)CCSC3 (4-[(4aR,10bR)-9-ethoxy-8-methoxy-3,4,4a,10b-tetrahydro-1H-thiopyrano[4,3-c]isoquinolin-6-yl]benzoic acid), [B-](F)(F)(F)F.CCOC(=O)C(=NOC(=[N+](C)C)N(C)C)C#N (TOTU), C(C)OC1=CC=2[C@@H]3[C@H](N=C(C2C=C1OC)C1=CC=C(C(=O)O)C=C1)CCSC3 (4-[(4aR,10bR)-9-ethoxy-8-methoxy-3,4,4a,10b-tetrahydro-1H-thiopyrano[4,3-c]isoquinolin-6-yl]benzoic acid), [B-](F)(F)(F)F.CCOC(=O)C(=NOC(=[N+](C)C)N(C)C)C#N (TOTU), C1=CC2=C(N=C1)N(N=N2)O (HOAT). The product is C(C)OC1=CC=2[C@@H]3[C@H](N=C(C2C=C1OC)C1=CC=C(C=C1)C(=O)N1CCC(CC1)N1C(N(C2=C(C1=O)SC(=C2)C2=CC=CC=C2)CC2=NN=NN2COC)=O)CCSC3 (3-[1-({4-[(4aR,10bR)-9-ethoxy-8-methoxy-3,4,4a,10b-tetrahydro-1H-thiopyrano[4,3-c]isoquinolin-6-yl]phenyl}carbonyl)piperidin-4-yl]-1-{[1-(methoxymethyl)-1H-tetrazol-5-yl]methyl}-6-phenylthieno[3,2-d]pyrimidine-2,4(1H,3H)-dione). Procedure: The title compound is prepared analogously as described for example 28 using 1-{[1-(methoxymethyl)-1H-tetrazol-5-yl]methyl}-6-phenyl-3-(piperidin-4-yl)thieno[3,2-d]pyrimidine-2,4(1H,3H)-dione trifluoroacetate (compound B48) (235 mg), 4-[(4aR,10bR)-9-ethoxy-8-methoxy-3,4,4a,10b-tetrahydro-1H-thiopyrano[4,3-c]isoquinolin-6-yl]benzoic acid (165 mg; compound C10), TOTU (177 mg), HOAT (85 mg) and DIPEA (214 mg) in DCM (8 ml). After stirring for 4.5 h at RT additional 4-[(4aR,10bR)-9-ethoxy-8-methoxy-... The reactants are CC(=O)[O-], COC(=O)N1C=CCC(C2CCCN2C)=C1, ClCCl, [Na+], [Na+], O=C([O-])O, CN(C)C=O, O, O=P(Cl)(Cl)Cl. Product: COC(=O)N1C=C(C=O)CC(C2CCCN2C)=C1. As a reaction SMILES: [C:27]([O-:28])(=[O:29])[CH3:30].[CH3:11][O:12][C:13](=[O:14])[N:15]1[CH:16]=[C:17]([CH:21]2[N:22]([CH3:26])[CH2:23][CH2:24][CH2:25]2)[CH2:18][CH:19]=[CH:20]1.[Cl:37][CH2:38][Cl:39].[Na+:31].[Na+:36].[O-:32][C:33]([OH:34])=[O:35].[O:1]=[CH:2][N:3]([CH3:4])[CH3:5].[OH2:40].[P:6]([Cl:7])([Cl:8])([Cl:9])=[O:10]>>[O:1]=[CH:2][C:19]1=[CH:20][N:15]([C:13]([O:12][CH3:11])=[O:14])[CH:16]=[C:17]([CH:21]2[N:22]([CH3:26])[CH2:23][CH2:24][CH2:25]2)[CH2:18]1. Starting materials: C(CCC)NC(OCC1CCC(CC1)CN(S(=O)(=O)NC(C1=CC(=CC(=C1)C(F)(F)F)C(F)(F)F)=O)CC1=CC=CC=C1)=O ((4-{[benzyl({[3,5-bis(trifluoromethyl)benzoyl]amino}sulfonyl)amino]methyl}cyclohexyl)methyl butylcarbamate), CC(CCC)N (1-methylbutyl amine), C(CCC)N (butyl amine). The product is CC(CCC)NC(OCC1CCC(CC1)CN(S(=O)(=O)NC(C1=CC(=CC(=C1)C(F)(F)F)C(F)(F)F)=O)CC1=CC=CC=C1)=O ((4-{[benzyl({[3,5-bis(trifluoromethyl)benzoyl]amino}sulfonyl)amino]methyl}cyclohexyl)methyl 1-methylbutylcarbamate). Reaction SMILES: [CH2:1]([NH:5][C:6](=[O:44])[O:7][CH2:8][CH:9]1[CH2:14][CH2:13][CH:12]([CH2:15][N:16]([CH2:37][C:38]2[CH:43]=[CH:42][CH:41]=[CH:40][CH:39]=2)[S:17]([NH:20][C:21](=[O:36])[C:22]2[CH:27]=[C:26]([C:28]([F:31])([F:30])[F:29])[CH:25]=[C:24]([C:32]([F:35])([F:34])[F:33])[CH:23]=2)(=[O:19])=[O:18])[CH2:11][CH2:10]1)[CH2:2][CH2:3][CH3:4].[CH3:45]C(N)CCC.C(N)CCC>>[CH3:45][CH:1]([NH:5][C:6](=[O:44])[O:7][CH2:8][CH:9]1[CH2:10][CH2:11][CH:12]([CH2:15][N:16]([CH2:37][C:38]2[CH:43]=[CH:42][CH:41]=[CH:40][CH:39]=2)[S:17]([NH:20][C:21](=[O:36])[C:22]2[CH:23]=[C:24]([C:32]([F:35])([F:33])[F:34])[CH:25]=[C:26]([C:28]([F:30])([F:29])[F:31])[CH:27]=2)(=[O:18])=[O:19])[CH2:13][CH2:14]1)[CH2:2][CH2:3][CH3:4]. Procedure details: Following the procedure to make (13), 1-methylbutyl amine was substituted for butyl amine to give the title compound after purification. 1H NMR (500 MHz, DMSO-d6): δ 8.45 (s, 2H), 8.12 (s, 1H), 7.37 (d, 2H), 7.24 (t, 2H), 7.17 (t, 1H), 6.79 (d, 1H), 4.35 (s, 2H), 3.60 (d, 2H), 3.41 (m, 1H), 3.30 (water), 2.89 (d, 2H), 2.48 (DMSO), 1.62 (m, 2H), 1.55 (m, 2H), 1.34-1.19 (m, 6H), 0.96 (d, 3H), 0.80 (t, 3H), 0.62 (m, 4H). Reaction SMILES: [N:1](=[N+:2]=[N-:3])[c:4]1[nH:5][c:6]([C:10](=[O:11])[OH:12])[c:7]([Cl:9])[n:8]1.[NH2:13][CH2:14][c:15]1[c:16]([F:32])[c:17]([O:22][c:23]2[cH:24][c:25]([C:26]#[N:27])[cH:28][c:29]([Cl:31])[cH:30]2)[c:18]([Cl:21])[cH:19][cH:20]1.[Na+:47].[O-:43][C:44]([OH:45])=[O:46].[OH:33][n:34]1[c:35]2[cH:36][cH:37][cH:38][cH:39][c:40]2[n:41][n:42]1>>[N:1](=[N+:2]=[N-:3])[c:4]1[nH:5][c:6]([C:10](=[O:12])[NH:13][CH2:14][c:15]2[c:16]([F:32])[c:17]([O:22][c:23]3[cH:24][c:25]([C:26]#[N:27])[cH:28][c:29]([Cl:31])[cH:30]3)[c:18]([Cl:21])[cH:19][cH:20]2)[c:7]([Cl:9])[n:8]1. The product is N#Cc1cc(Cl)cc(Oc2c(Cl)ccc(CNC(=O)c3[nH]c(N=[N+]=[N-])nc3Cl)c2F)c1. The reactants are [N-]=[N+]=Nc1nc(Cl)c(C(=O)O)[nH]1, N#Cc1cc(Cl)cc(Oc2c(Cl)ccc(CN)c2F)c1, [Na+], O=C([O-])O, On1nnc2ccccc21.